Task: describe an organic reaction: reactants, conditions, products, and yield. Dataset: the Open Reaction Database (ORD), a public repository of structured organic reaction records Reactants: CC(C)=CCCC(C)=CCBr, COC(=O)c1ccc(O)c(C)c1. Product: COC(=O)c1ccc(OCC=C(C)CCC=C(C)C)c(C)c1. As a reaction SMILES: [Br:13][CH2:14][CH:15]=[C:16]([CH2:17][CH2:18][CH:19]=[C:20]([CH3:21])[CH3:22])[CH3:23].[CH3:1][O:2][C:3]([c:4]1[cH:5][c:6]([CH3:11])[c:7]([OH:10])[cH:8][cH:9]1)=[O:12]>>[CH3:1][O:2][C:3]([c:4]1[cH:5][c:6]([CH3:11])[c:7]([O:10][CH2:14][CH:15]=[C:16]([CH2:17][CH2:18][CH:19]=[C:20]([CH3:21])[CH3:22])[CH3:23])[cH:8][cH:9]1)=[O:12]. Reactants: C1CCOC1, COC(=O)CCC(Cc1cn(Cc2ccccc2)c2ccccc12)NC(=O)CCCCCCc1ccccc1, CO, [K+], [OH-], O. The product is O=C(O)CCC(Cc1cn(Cc2ccccc2)c2ccccc12)NC(=O)CCCCCCc1ccccc1. RXN SMILES: [CH2:42]1[O:43][CH2:44][CH2:45][CH2:46]1.[CH3:1][O:2][C:3]([CH2:4][CH2:5][CH:6]([CH2:7][c:8]1[cH:9][n:10]([CH2:17][c:18]2[cH:19][cH:20][cH:21][cH:22][cH:23]2)[c:11]2[cH:12][cH:13][cH:14][cH:15][c:16]12)[NH:24][C:25]([CH2:26][CH2:27][CH2:28][CH2:29][CH2:30][CH2:31][c:32]1[cH:33][cH:34][cH:35][cH:36][cH:37]1)=[O:38])=[O:39].[CH3:47][OH:48].[K+:41].[OH-:40].[OH2:49]>>[O:2]=[C:3]([CH2:4][CH2:5][CH:6]([CH2:7][c:8]1[cH:9][n:10]([CH2:17][c:18]2[cH:19][cH:20][cH:21][cH:22][cH:23]2)[c:11]2[cH:12][cH:13][cH:14][cH:15][c:16]12)[NH:24][C:25]([CH2:26][CH2:27][CH2:28][CH2:29][CH2:30][CH2:31][c:32]1[cH:33][cH:34][cH:35][cH:36][cH:37]1)=[O:38])[OH:39]. The reactants are NC=1SC=C(N1)C(C(=O)N[C@H]1[C@H]2SCC(=C(N2C1=O)C(=O)O)CSC1=CC(=NC=2N1N=C(N2)C2=CC(=C(C=C2)O)O)C)=O ((6R,7R)-7-(2-Amino-4-thiazoleglyoxylamido)-3-[[[2-(3,4-dihydroxyphenyl)-5-methyl-s-triazolo[1,5-a]pyrimidin-7-yl]thio]methyl]-8-oxo-5-thia-1-azabicyclo[4.2.0]oct-2-ene-2-carboxylic acid), Cl.NOC(C(=O)NNC(C1=CC(=C(C=C1)O)O)=O)(C)C (1-[2-(aminooxy)-2-methylpropionyl]-2-(3,4-dihydroxybenzoyl)hydrazine hydrochloride). Conditions: time 8 hour. Product: NC=1SC=C(N1)/C(/C(=O)N[C@H]1[C@H]2SCC(=C(N2C1=O)C(=O)O)CSC1=CC(=NC=2N1N=C(N2)C2=CC(=C(C=C2)O)O)C)=N/OC(C)(C)C(NNC(C2=CC(=C(C=C2)O)O)=O)=O ((6R,7R)-7-[(Z)-2-(2-amino-4-thiazolyl)-2-[[1-[3-(3,4-dihydroxybenzoyl)carbazoyl]-1-methylethoxy]imino]acetamido]-3-[[[2-(3,4-dihydroxyphenyl)-5-methyl-s-triazolo[1,5-a]pyrimidin-7-yl]thio]methyl]-8-oxo-5-thia-1-azabicyclo[4.2.0]oct-2-ene-2-carboxylic acid). The yield is 93.9%. Procedure: (6R,7R)-7-(2-Amino-4-thiazoleglyoxylamido)-3-[[[2-(3,4-dihydroxyphenyl)-5-methyl-s-triazolo[1,5-a]pyrimidin-7-yl]thio]methyl]-8-oxo-5-thia-1-azabicyclo[4.2.0]oct-2-ene-2-carboxylic acid (1.3 g) and 0.79 g of 1-[2-(aminooxy)-2-methylpropionyl]-2-(3,4-dihydroxybenzoyl)hydrazine hydrochloride are dissolved in 10 ml of dimethylacetamide. After standing overnight the mixture is evaporated in a vacuum. The residue is digested with 25 ml of water and the precipitate formed is filtered off under suction... Run in CC(=O)N(C)C (dimethylacetamide). As a reaction SMILES: [NH2:1][C:2]1[S:3][CH:4]=[C:5]([C:7](=O)[C:8]([NH:10][C@@H:11]2[C:18](=[O:19])[N:17]3[C@@H:12]2[S:13][CH2:14][C:15]([CH2:23][S:24][C:25]2[N:30]4[N:31]=[C:32]([C:34]5[CH:39]=[CH:38][C:37]([OH:40])=[C:36]([OH:41])[CH:35]=5)[N:33]=[C:29]4[N:28]=[C:27]([CH3:42])[CH:26]=2)=[C:16]3[C:20]([OH:22])=[O:21])=[O:9])[N:6]=1.Cl.[NH2:45][O:46][C:47]([CH3:63])([CH3:62])[C:48]([NH:50][NH:51][C:52](=[O:61])[C:53]1[CH:58]=[CH:57][C:56]([OH:59])=[C:55]([OH:60])[CH:54]=1)=[O:49]>CC(N(C)C)=O>[NH2:1][C:2]1[S:3][CH:4]=[C:5](/[C:7](=[N:45]/[O:46][C:47]([C:48](=[O:49])[NH:50][NH:51][C:52](=[O:61])[C:53]2[CH:58]=[CH:57][C:56]([OH:59])=[C:55]([OH:60])[CH:54]=2)([CH3:62])[CH3:63])/[C:8]([NH:10][C@@H:11]2[C:18](=[O:19])[N:17]3[C@@H:12]2[S:13][CH2:14][C:15]([CH2:23][S:24][C:25]2[N:30]4[N:31]=[C:32]([C:34]5[CH:39]=[CH:38][C:37]([OH:40])=[C:36]([OH:41])[CH:35]=5)[N:33]=[C:29]4[N:28]=[C:27]([CH3:42])[CH:26]=2)=[C:16]3[C:20]([OH:22])=[O:21])=[O:9])[N:6]=1 |f:1.2|.